The task is: describe an organic reaction: reactants, conditions, products, and yield. This data is from the Open Reaction Database (ORD), a public repository of structured organic reaction records. Starting materials: CC(=O)Nc1nc2c(Oc3cc(-c4ccc(C(F)(F)F)cc4NC(=O)C4CCN4)ncn3)cccc2s1, CC(C)C=O, O=C(O)C(F)(F)F. Product: CC(=O)Nc1nc2c(Oc3cc(-c4ccc(C(F)(F)F)cc4NC(=O)C4CCN4CC(C)C)ncn3)cccc2s1. Reaction SMILES: [C:8]([CH3:9])(=[O:10])[NH:11][c:12]1[s:13][c:14]2[c:15]([n:16]1)[c:17]([O:21][c:22]1[cH:23][c:24](-[c:28]3[c:29]([NH:38][C:39](=[O:40])[CH:41]4[NH:42][CH2:43][CH2:44]4)[cH:30][c:31]([C:34]([F:35])([F:36])[F:37])[cH:32][cH:33]3)[n:25][cH:26][n:27]1)[cH:18][cH:19][cH:20]2.[CH:45]([CH:46]([CH3:47])[CH3:48])=[O:49].[F:1][C:2]([F:3])([F:4])[C:5]([OH:6])=[O:7]>>[C:8]([CH3:9])(=[O:10])[NH:11][c:12]1[s:13][c:14]2[c:15]([n:16]1)[c:17]([O:21][c:22]1[cH:23][c:24](-[c:28]3[c:29]([NH:38][C:39](=[O:40])[CH:41]4[N:42]([CH2:45][CH:46]([CH3:47])[CH3:48])[CH2:43][CH2:44]4)[cH:30][c:31]([C:34]([F:35])([F:36])[F:37])[cH:32][cH:33]3)[n:25][cH:26][n:27]1)[cH:18][cH:19][cH:20]2. The reactants are BrC1=CC=C(C=C1)\C=C\[N+](=O)[O-] (1-bromo-4-((E)-2-nitro-vinyl)-benzene), ice water, CS(=O)C (dimethyl sulfoxide), [BH4-].[Na+] (sodium borohydride). Solvent: C(C)(=O)O (acetic acid). Conditions: time 30 minute. Product: BrC1=CC=C(C=C1)CC[N+](=O)[O-] (1-Bromo-4-(2-nitro-ethyl)-benzene). Yield: 94.3%. As a reaction SMILES: [Br:1][C:2]1[CH:7]=[CH:6][C:5](/[CH:8]=[CH:9]/[N+:10]([O-:12])=[O:11])=[CH:4][CH:3]=1.CS(C)=O.[BH4-].[Na+]>C(O)(=O)C>[Br:1][C:2]1[CH:3]=[CH:4][C:5]([CH2:8][CH2:9][N+:10]([O-:12])=[O:11])=[CH:6][CH:7]=1 |f:2.3|. Procedure details: To a solution of 1-bromo-4-((E)-2-nitro-vinyl)-benzene (1 g, 4.37 mmol) described in Manufacturing Example 207-1-1 in acetic acid (0.6 mL) and dimethyl sulfoxide (10 mL) was added sodium borohydride (265 mg, 6.99 mmol), which was stirred for 30 minutes at room temperature. The mixture was cooled with ice water and partitioned into ethyl acetate and water. The organic layer was separated, washed with water, dried over anhydrous magnesium sulfate, and filtered. The filtrate was concentrated under ... The reactants are CCOCC (ether), N1N=C(C2=CC=CC=C12)\C=C\1/OC2=C(C1=O)C=CC(=C2C#CCCC2CCN(CC2)C(=O)OC(C)(C)C)OC (tert-butyl (Z)-4-(4-{2-[(1H-indazol-3-yl)methylene]-6-methoxy-3-oxo-2,3-dihydrobenzofuran-7-yl}but-3-ynyl)piperidine-1-carboxylate), solution, Cl (hydrogen chloride). Solvent: C(Cl)Cl (methylene chloride), O1CCOCC1 (1,4-dioxane). Conditions: time 2 hour. Yields the product N1N=C(C2=CC=CC=C12)\C=C\1/OC2=C(C1=O)C=CC(=C2C#CCCC2CCNCC2)OC ((Z)-2-[(1H-indazol-3-yl)methylene]-6-methoxy-7-[4-(piperidin-4-yl)but-1-ynyl]benzofuran-3(2H)-one). Yield: 90.6%. Reaction SMILES: [NH:1]1[C:9]2[C:4](=[CH:5][CH:6]=[CH:7][CH:8]=2)[C:3](/[CH:10]=[C:11]2\[O:12][C:13]3[C:20]([C:21]#[C:22][CH2:23][CH2:24][CH:25]4[CH2:30][CH2:29][N:28](C(OC(C)(C)C)=O)[CH2:27][CH2:26]4)=[C:19]([O:38][CH3:39])[CH:18]=[CH:17][C:14]=3[C:15]\2=[O:16])=[N:2]1.Cl.CCOCC>C(Cl)Cl.O1CCOCC1>[NH:1]1[C:9]2[C:4](=[CH:5][CH:6]=[CH:7][CH:8]=2)[C:3](/[CH:10]=[C:11]2\[O:12][C:13]3[C:20]([C:21]#[C:22][CH2:23][CH2:24][CH:25]4[CH2:26][CH2:27][NH:28][CH2:29][CH2:30]4)=[C:19]([O:38][CH3:39])[CH:18]=[CH:17][C:14]=3[C:15]\2=[O:16])=[N:2]1. Procedure: A solution of tert-butyl (Z)-4-(4-{2-[(1H-indazol-3-yl)methylene]-6-methoxy-3-oxo-2,3-dihydrobenzofuran-7-yl}but-3-ynyl)piperidine-1-carboxylate (0.0507 g, 0.0961 mmol) in methylene chloride (4 mL) was added with a 4 M solution of hydrogen chloride in 1,4-dioxane (4 mL), and the mixture was stirred at room temperature for 2 hours. The reaction mixture was added with ether, and the precipitated solid was collected by filtration, and washed with ether. The resulting solid was dissolved in a small ... The reactants are CC(C)(C)OC(=O)NC(Cc1ccc(C(F)(F)F)cc1)C(=O)O, CC(C)(C)OC(=O)NC(Cc1ccc(Cl)cc1)C(=O)O, CC(C)(C)OC(=O)N1C(Cc2ccc(C(F)(F)F)cc2)COS1(=O)=O. Yields the product CC(C)(C)OC(=O)N1C(Cc2ccc(Cl)cc2)COS1(=O)=O. RXN SMILES: [C:46]([O:47][C:48]([NH:49][CH:50]([CH2:51][c:52]1[cH:53][cH:54][c:55]([C:56]([F:57])([F:58])[F:59])[cH:60][cH:61]1)[C:62]([OH:63])=[O:64])=[O:65])([CH3:66])([CH3:67])[CH3:68].[Cl:26][c:27]1[cH:28][cH:29][c:30]([CH2:31][CH:32]([NH:33][C:34]([O:35][C:36]([CH3:37])([CH3:38])[CH3:39])=[O:40])[C:41]([OH:42])=[O:43])[cH:44][cH:45]1.[F:1][C:2]([c:3]1[cH:4][cH:5][c:6]([CH2:7][CH:8]2[N:9]([C:15](=[O:16])[O:17][C:18]([CH3:19])([CH3:20])[CH3:21])[S:10](=[O:13])(=[O:14])[O:11][CH2:12]2)[cH:22][cH:23]1)([F:24])[F:25]>>[c:3]1([Cl:26])[cH:4][cH:5][c:6]([CH2:7][CH:8]2[N:9]([C:15](=[O:16])[O:17][C:18]([CH3:19])([CH3:20])[CH3:21])[S:10](=[O:13])(=[O:14])[O:11][CH2:12]2)[cH:22][cH:23]1. Starting materials: Cl (hydrochloric acid), Cl.N1=CC(=CC=C1)CCC(C)=O (4-(3-pyridinyl)-2-butanone hydrochloride), C(#N)[BH3-].[Na+] (sodium cyanoborohydride), C(C)(=O)[O-].[NH4+] (ammonium acetate). Run in CO (methanol). Yields the product CC(CCC=1C=NC=CC1)N (α-methyl-3-pyridinepropanamine). The yield is 80.4%. Reaction SMILES: Cl.[N:2]1[CH:7]=[CH:6][CH:5]=[C:4]([CH2:8][CH2:9][C:10](=O)[CH3:11])[CH:3]=1.C([BH3-])#[N:14].[Na+].C([O-])(=O)C.[NH4+].Cl>CO>[CH3:11][CH:10]([NH2:14])[CH2:9][CH2:8][C:4]1[CH:3]=[N:2][CH:7]=[CH:6][CH:5]=1 |f:0.1,2.3,4.5|. Reported procedure: A solution of 12.0 g of 4-(3-pyridinyl)-2-butanone hydrochloride, 3.38 g of sodium cyanoborohydride, and 42.78 g of ammonium acetate in 200 ml of methanol was stirred at room temperature for 2.5 days, acidified with dilute hydrochloric acid, and concentrated. The residue was dissolved in aqueous potassium carbonate solution and was extracted with dichloromethane. The residue obtained after evaporation of the dichloromethane was distilled to give 6.5 g (80%) of α-methyl-3-pyridinepropanamine, bp ... Run at time 8 hour. As a reaction SMILES: Br[C:2]1[CH:3]=[C:4]([CH3:8])[CH:5]=[CH:6][CH:7]=1.[Mg].[CH3:10][N:11]1[C:15](=[O:16])[CH2:14][CH2:13][C:12]1=[O:17].S(=O)(=O)(O)O>C1C=CC=CC=1.C(OCC)C>[OH:16][C:15]1([C:2]2[CH:3]=[C:4]([CH3:8])[CH:5]=[CH:6][CH:7]=2)[N:11]([CH3:10])[C:12](=[O:17])[CH2:13][CH2:14]1. Run in C1=CC=CC=C1 (benzene), C(C)OCC (diethylether). Procedure: To a Grignard prepared from 27.3g (0.16 mole) of 3-bromotoluene and 3.7 g. (0.16 mole) of magnesium turnings in 100 ml. of dry diethylether, there is added dropwise over a period of about 10 minutes 12.2 g. (0.11 mole) of N-methylsuccinimide in 100 ml. of dry benzene. The resulting mixture is stirred and refluxed for about 4 hours and then allowed to stand overnight at room temperature. Stirring is resumed and 40 ml. of 50% sulfuric acid is added dropwise at such a rate to maintain a gentle refl... Yields the product OC1(CCC(N1C)=O)C=1C=C(C=CC1)C (5-hydroxy-1-methyl-5-(m-tolyl) pyrrolidone). Starting materials: BrC=1C=C(C=CC1)C (3-bromotoluene), S(O)(O)(=O)=O (sulfuric acid), [Mg] (magnesium), CN1C(CCC1=O)=O (N-methylsuccinimide). Starting materials: C=CC#N, CCO, CC(C)(CN)CN. The product is CC(C)(CN)CNCCC#N. RXN SMILES: [C:8]([CH:9]=[CH2:10])#[N:11].[CH3:12][CH2:13][OH:14].[CH3:1][C:2]([CH2:3][NH2:4])([CH2:5][NH2:6])[CH3:7]>>[CH3:1][C:2]([CH2:3][NH2:4])([CH2:5][NH:6][CH2:10][CH2:9][C:8]#[N:11])[CH3:7]. Starting materials: C(CCC)OC1=CC(=C(CO)C(=C1)F)F (4-butoxy-2,6-difluoro-benzylalcohol), C(C)(C)(C)OC(=O)N1C[C@H](N(CC1)C(=O)Cl)CC ((R)-4-chlorocarbonyl-3-ethyl-piperazine-1-carboxylic acid tert-butyl ester). Yields the product C(CCC)OC1=CC(=C(COC(=O)N2[C@@H](CN(CC2)C(=O)OC(C)(C)C)CC)C(=C1)F)F ((R)-2-Ethyl-piperazine-1,4-dicarboxylic acid 4-tert-butyl ester 1-(4-butoxy-2,6-difluoro-benzyl) ester). Yield: 80.0%. Reaction SMILES: [CH2:1]([O:5][C:6]1[CH:13]=[C:12]([F:14])[C:9]([CH2:10][OH:11])=[C:8]([F:15])[CH:7]=1)[CH2:2][CH2:3][CH3:4].[C:16]([O:20][C:21]([N:23]1[CH2:28][CH2:27][N:26]([C:29](Cl)=[O:30])[C@H:25]([CH2:32][CH3:33])[CH2:24]1)=[O:22])([CH3:19])([CH3:18])[CH3:17]>>[CH2:1]([O:5][C:6]1[CH:7]=[C:8]([F:15])[C:9]([CH2:10][O:11][C:29]([N:26]2[CH2:27][CH2:28][N:23]([C:21]([O:20][C:16]([CH3:18])([CH3:17])[CH3:19])=[O:22])[CH2:24][C@H:25]2[CH2:32][CH3:33])=[O:30])=[C:12]([F:14])[CH:13]=1)[CH2:2][CH2:3][CH3:4]. Reported procedure: This compound was prepared from 4-butoxy-2,6-difluoro-benzylalcohol and (R)-4-chlorocarbonyl-3-ethyl-piperazine-1-carboxylic acid tert-butyl ester according to the procedure described in Example 179 to give the product as a colorless oil (454 mg; 80%); MS (ISP): 479.4 (M+Na)+.